describe an organic reaction: reactants, conditions, products, and yield From a dataset of the Open Reaction Database (ORD), a public repository of structured organic reaction records. RXN SMILES: [CH:1]1[CH:6]=[CH:5][C:4]([O:7][C:8](OC2C=CC=CC=2)=[N:9][C:10]#[N:11])=[CH:3][CH:2]=1.[NH2:19][NH2:20]>CO>[NH2:11][C:10]1[N:9]=[C:8]([O:7][C:4]2[CH:5]=[CH:6][CH:1]=[CH:2][CH:3]=2)[NH:20][N:19]=1. Yields the product NC1=NNC(=N1)OC1=CC=CC=C1 (3-Amino-5-phenoxy-1H-1,2,4-triazole). Starting materials: C1=CC=C(C=C1)OC(=NC#N)OC2=CC=CC=C2 (Diphenylcyanocarbonimidate), NN (hydrazine). Solvent: CO (methanol). Run at time 2 hour. Procedure: Diphenylcyanocarbonimidate (9.53 g) and methanol (150 ml) were cooled to 0° C. and hydrazine (1.5 ml) was gradually added dropwise thereto. The mixture was stirred at 0° C.-room temperature for 2 hours. Methanol was distilled away under reduced pressure and the residue was subjected to silica gel column chromatography (chloroform-methanol) to quantitatively give white crystals. Starting materials: CS(C)=O, COC(=O)c1ccc(C=O)cc1, ClC(Cl)Cl, O=C1OCCC1=P(c1ccccc1)(c1ccccc1)c1ccccc1. Product: COC(=O)c1ccc(C=C2CCOC2=O)cc1. Reaction SMILES: [CH3:42][S:43](=[O:44])[CH3:45].[CH:26](=[O:27])[c:28]1[cH:29][cH:30][c:31]([C:32](=[O:33])[O:34][CH3:35])[cH:36][cH:37]1.[CH:38]([Cl:39])([Cl:40])[Cl:41].[c:1]1([P:2]([c:3]2[cH:4][cH:5][cH:6][cH:7][cH:14]2)(=[C:8]2[C:9](=[O:13])[O:10][CH2:11][CH2:12]2)[c:15]2[cH:16][cH:17][cH:18][cH:19][cH:20]2)[cH:21][cH:22][cH:23][cH:24][cH:25]1>>[C:8]1(=[CH:26][c:28]2[cH:29][cH:30][c:31]([C:32](=[O:33])[O:34][CH3:35])[cH:36][cH:37]2)[C:9](=[O:13])[O:10][CH2:11][CH2:12]1.